From a dataset of the Open Reaction Database (ORD), a public repository of structured organic reaction records. describe an organic reaction: reactants, conditions, products, and yield Starting materials: CS(=O)(=O)OCCOC1=C(C=CC=C1)OC (2-(2-methyloxyphenoxy)ethyl methanesulfonate), ClC=1C=C2C(=CNC2=CC1)C(CN)(C)C ([1-(5-chloro-1H-indol-3-yl)-1,1-dimethylethyl]amine), N1C=C(C2=CC=CC=C12)CC(C)(C)N ([2-(1H-indol-3-yl)-1,1-dimethylethyl]amine). Yields the product Cl.N1C=C(C2=CC=CC=C12)CC(C)(C)NCCOC1=C(C=CC=C1)OC ([2-(1H-indol-3-yl)-1,1-dimethylethyl][2- (2-methyloxyphenoxy)ethyl]amine hydrochloride). As a reaction SMILES: CS(O[CH2:6][CH2:7][O:8][C:9]1[CH:14]=[CH:13][CH:12]=[CH:11][C:10]=1[O:15][CH3:16])(=O)=O.[Cl:17]C1C=C2C(=CC=1)NC=C2C(C)(C)CN.[NH:32]1[C:40]2[C:35](=[CH:36][CH:37]=[CH:38][CH:39]=2)[C:34]([CH2:41][C:42]([NH2:45])([CH3:44])[CH3:43])=[CH:33]1>>[ClH:17].[NH:32]1[C:40]2[C:35](=[CH:36][CH:37]=[CH:38][CH:39]=2)[C:34]([CH2:41][C:42]([NH:45][CH2:6][CH2:7][O:8][C:9]2[CH:14]=[CH:13][CH:12]=[CH:11][C:10]=2[O:15][CH3:16])([CH3:43])[CH3:44])=[CH:33]1 |f:3.4|. Reported procedure: Proceeding as in Example 3, but replacing 2-[2-(cyclopropylmethyloxy)phenoxy]ethyl methanesulfonate with 2-(2-methyloxyphenoxy)ethyl methanesulfonate and [1-(5-chloro-1H-indol-3-yl)-1,1-dimethylethyl]amine with [2-(1H-indol-3-yl)-1,1-dimethylethyl]amine, gave [2-(1H-indol-3-yl)-1,1-dimethylethyl][2- (2-methyloxyphenoxy)ethyl]amine hydrochloride, m.p. 156°-158° C.